This data is from the Open Reaction Database (ORD), a public repository of structured organic reaction records. The task is: describe an organic reaction: reactants, conditions, products, and yield Reactants: [Al+3], CCOCC, CC(C)(C)C1(CO)CO1, [H-], [H-], [H-], [H-], [Li+]. Product: CC(C)(C)C(C)(O)CO. RXN SMILES: [Al+3:11].[CH2:16]([O:17][CH2:18][CH3:19])[CH3:20].[CH3:1][C:2]([CH3:3])([CH3:4])[C:5]1([CH2:8][OH:9])[O:6][CH2:7]1.[H-:10].[H-:13].[H-:14].[H-:15].[Li+:12]>>[CH3:1][C:2]([CH3:3])([CH3:4])[C:5]([OH:6])([CH3:7])[CH2:8][OH:9]. RXN SMILES: [CH3:13][OH:14].[CH3:15][C:16](=[O:17])[OH:18].[F:1][c:2]1[cH:3][c:4]2[c:8]([cH:9][cH:10]1)[C:7](=[N:11][OH:12])[CH2:6][CH2:5]2>>[F:1][c:2]1[cH:3][c:4]2[c:8]([cH:9][cH:10]1)[CH:7]([NH2:11])[CH2:6][CH2:5]2. The product is NC1CCc2cc(F)ccc21. The reactants are CO, CC(=O)O, ON=C1CCc2cc(F)ccc21. Starting materials: C(CC)C1=NC2=C(N1CC1=CC=C(C=C1)C=1C(=CC=CC1)C(=O)OC(C)(C)C)C=C(C=C2C)C2=NC1=C(N2C)C=CC=C1 (tert.-butyl 4'-[[2-n-propyl-4-methyl-6-(1-methylbenzimidazol-2-yl)-benzimidazol-1-yl]-methyl]-biphenyl-2-carboxylate), FC(C(=O)O)(F)F (trifluoroacetic acid). The solvent is CN(C=O)C (dimethylformamide). Yields the product C(CC)C1=NC2=C(N1CC1=CC=C(C=C1)C=1C(=CC=CC1)C(=O)O)C=C(C=C2C)C2=NC1=C(N2C)C=CC=C1 (4'-[[2-n-Propyl-4-methyl-6-(1-methylbenzimidazol-2-yl)-benzimidazol-1-yl]-methyl]-biphenyl-2-carboxylic acid). Reaction SMILES: [CH2:1]([C:4]1[N:8]([CH2:9][C:10]2[CH:15]=[CH:14][C:13]([C:16]3[C:17]([C:22]([O:24]C(C)(C)C)=[O:23])=[CH:18][CH:19]=[CH:20][CH:21]=3)=[CH:12][CH:11]=2)[C:7]2[CH:29]=[C:30]([C:34]3[N:38]([CH3:39])[C:37]4[CH:40]=[CH:41][CH:42]=[CH:43][C:36]=4[N:35]=3)[CH:31]=[C:32]([CH3:33])[C:6]=2[N:5]=1)[CH2:2][CH3:3].FC(F)(F)C(O)=O>CN(C)C=O>[CH2:1]([C:4]1[N:8]([CH2:9][C:10]2[CH:11]=[CH:12][C:13]([C:16]3[C:17]([C:22]([OH:24])=[O:23])=[CH:18][CH:19]=[CH:20][CH:21]=3)=[CH:14][CH:15]=2)[C:7]2[CH:29]=[C:30]([C:34]3[N:38]([CH3:39])[C:37]4[CH:40]=[CH:41][CH:42]=[CH:43][C:36]=4[N:35]=3)[CH:31]=[C:32]([CH3:33])[C:6]=2[N:5]=1)[CH2:2][CH3:3]. Procedure: Prepared analogously to Example 1 from tert.-butyl 4'-[[2-n-propyl-4-methyl-6-(1-methylbenzimidazol-2-yl)-benzimidazol-1-yl]-methyl]-biphenyl-2-carboxylate and trifluoroacetic acid in dimethylformamide. The reactants are CC(C)(C)[O-], CI, CN(C)C=O, COC(=O)c1nc(C)n2c1CN=C(c1ccccc1)c1cc(Cl)ccc1-2, [K+]. Yields the product COC(=O)c1nc(C)n2c1C(C)N=C(c1ccccc1)c1cc(Cl)ccc1-2. RXN SMILES: [CH3:27][C:28]([CH3:29])([O-:30])[CH3:31].[CH3:33][I:34].[CH3:35][N:36]([CH3:37])[CH:38]=[O:39].[Cl:1][c:2]1[cH:3][cH:4][c:5]2[c:6]([cH:26]1)[C:7]([c:20]1[cH:21][cH:22][cH:23][cH:24][cH:25]1)=[N:8][CH2:9][c:10]1[n:11]-2[c:12]([CH3:19])[n:13][c:14]1[C:15](=[O:16])[O:17][CH3:18].[K+:32]>>[Cl:1][c:2]1[cH:3][cH:4][c:5]2[c:6]([cH:26]1)[C:7]([c:20]1[cH:21][cH:22][cH:23][cH:24][cH:25]1)=[N:8][CH:9]([CH3:27])[c:10]1[n:11]-2[c:12]([CH3:19])[n:13][c:14]1[C:15](=[O:16])[O:17][CH3:18]. Reactants: FC1=CC=C(C=C1)C1=C(C=NN1C)/C=C/C(=O)NC1=CC=C(C(=O)OCC)C=C1 (ethyl 4-({(2E)-3-[5-(4-fluorophenyl)-1-methyl-1H-pyrazol-4-yl]prop-2-enoyl}amino)benzoate), [OH-].[Na+] (sodium hydroxide), Cl (Hydrochloric acid). The solvent is C(C)O (ethanol). The product is FC1=CC=C(C=C1)C1=C(C=NN1C)/C=C/C(=O)NC1=CC=C(C(=O)O)C=C1 (4-({(2E)-3-[5-(4-fluorophenyl)-1-methyl-1H-pyrazol-4-yl]prop-2-enoyl}amino)benzoic acid). The yield is 82.3%. As a reaction SMILES: [F:1][C:2]1[CH:7]=[CH:6][C:5]([C:8]2[N:12]([CH3:13])[N:11]=[CH:10][C:9]=2/[CH:14]=[CH:15]/[C:16]([NH:18][C:19]2[CH:29]=[CH:28][C:22]([C:23]([O:25]CC)=[O:24])=[CH:21][CH:20]=2)=[O:17])=[CH:4][CH:3]=1.[OH-].[Na+].Cl>C(O)C>[F:1][C:2]1[CH:7]=[CH:6][C:5]([C:8]2[N:12]([CH3:13])[N:11]=[CH:10][C:9]=2/[CH:14]=[CH:15]/[C:16]([NH:18][C:19]2[CH:20]=[CH:21][C:22]([C:23]([OH:25])=[O:24])=[CH:28][CH:29]=2)=[O:17])=[CH:4][CH:3]=1 |f:1.2|. Reported procedure: A mixture of ethyl 4-({(2E)-3-[5-(4-fluorophenyl)-1-methyl-1H-pyrazol-4-yl]prop-2-enoyl}amino)benzoate (510 mg), a 2N aqueous sodium hydroxide solution (1.29 mL) and ethanol (20 mL) was stirred at 50° C. for 14 hrs. 1N Hydrochloric acid (2.6 mL) was added to the reaction mixture, and the mixture was extracted with ethyl acetate. The ethyl acetate layer was washed with saturated aqueous sodium hydrogen carbonate, and then with saturated brine, dried (MgSO4) and concentrated. The obtained solid wa...